describe an organic reaction: reactants, conditions, products, and yield From a dataset of the Open Reaction Database (ORD), a public repository of structured organic reaction records. Reactants: C(C)(C)(C)OC(C(C)(C)SC=1SC=C(N1)CCNC1=NC=C(C=N1)Br)=O (2-[(4-{2-[(5-bromopyrimidin-2-yl)amino]ethyl}-1,3-thiazol-2-yl)thio]-2-methylpropionic acid tert-butyl ester), ClCC=1C=NN(C1)C1=CC=CC=C1 (4-(chloromethyl)-1-phenyl-1H-pyrazole), Cl.CNC (dimethylamine hydrochloride). Solvent: C(C)(C)(C)O (tert-butanol). The product is CN(C=1C=NC(=NC1)N(CCC=1N=C(SC1)SC(C(=O)O)(C)C)CC=1C=NN(C1)C1=CC=CC=C1)C (2-{[4-(2-{[5-(dimethylamino)pyrimidin-2-yl][(1-phenyl-1H-pyrazol-4-yl)methyl]amino}ethyl)-1,3-thiazol-2-yl]thio}-2-methylpropionic acid). As a reaction SMILES: C([O:5][C:6](=[O:26])[C:7]([S:10][C:11]1[S:12][CH:13]=[C:14]([CH2:16][CH2:17][NH:18][C:19]2[N:24]=[CH:23][C:22](Br)=[CH:21][N:20]=2)[N:15]=1)([CH3:9])[CH3:8])(C)(C)C.Cl[CH2:28][C:29]1[CH:30]=[N:31][N:32]([C:34]2[CH:39]=[CH:38][CH:37]=[CH:36][CH:35]=2)[CH:33]=1.Cl.[CH3:41][NH:42][CH3:43]>C(O)(C)(C)C>[CH3:41][N:42]([CH3:43])[C:22]1[CH:23]=[N:24][C:19]([N:18]([CH2:28][C:29]2[CH:30]=[N:31][N:32]([C:34]3[CH:39]=[CH:38][CH:37]=[CH:36][CH:35]=3)[CH:33]=2)[CH2:17][CH2:16][C:14]2[N:15]=[C:11]([S:10][C:7]([CH3:8])([CH3:9])[C:6]([OH:5])=[O:26])[S:12][CH:13]=2)=[N:20][CH:21]=1 |f:2.3|. Procedure details: An operation similar to that of Example 442-1 was performed using 2-[(4-{2-[(5-bromopyrimidin-2-yl)amino]ethyl}-1,3-thiazol-2-yl)thio]-2-methylpropionic acid tert-butyl ester synthesized in Example 162-1 and 4-(chloromethyl)-1-phenyl-1H-pyrazole synthesized in Reference Example 18 as starting materials. An operation similar to that of Example 442-2 was performed (solvent was changed to tert-butanol) using the obtained compound and dimethylamine hydrochloride as starting materials. The obtained c... The reactants are C(C1=CC=CC=C1)OC(=O)NC=1C(N(C(=CC1)C1=CC=CC=C1)CC(=O)NC(C(C(C(NCCC1=CC=CC=C1)=O)(F)F)=O)C(C)C)=O (2-(3-benzyloxycarbonylamino-2-oxo-6-phenyl-1,2-dihydro-1-pyridyl)-N-[3,3-difluoro-1-isopropyl-2-oxo-3-(N-phenethylcarbamoyl)propyl]acetamide), FC(S(=O)(=O)O)(F)F (trifluoromethanesulfonic acid). Run in ClCCl (dichloromethane), C1(=CC=CC=C1)OC (anisole). Reaction conditions: time 1.5 hour. The product is NC=1C(N(C(=CC1)C1=CC=CC=C1)CC(=O)NC(C(C(C(NCCC1=CC=CC=C1)=O)(F)F)=O)C(C)C)=O (2-(3-Amino-2-oxo-6-phenyl-1,2-dihydro-1-pyridyl)-N-[3,3-difluoro-1-isopropyl-2-oxo-3-(N-phenethylcarbamoyl)propyl]acetamide). Yield: 33.1%. Reaction SMILES: C(OC([NH:11][C:12]1[C:13](=[O:48])[N:14]([CH2:24][C:25]([NH:27][CH:28]([CH:45]([CH3:47])[CH3:46])[C:29](=[O:44])[C:30]([F:43])([F:42])[C:31](=[O:41])[NH:32][CH2:33][CH2:34][C:35]2[CH:40]=[CH:39][CH:38]=[CH:37][CH:36]=2)=[O:26])[C:15]([C:18]2[CH:23]=[CH:22][CH:21]=[CH:20][CH:19]=2)=[CH:16][CH:17]=1)=O)C1C=CC=CC=1.FC(F)(F)S(O)(=O)=O>ClCCl.C1(OC)C=CC=CC=1>[NH2:11][C:12]1[C:13](=[O:48])[N:14]([CH2:24][C:25]([NH:27][CH:28]([CH:45]([CH3:46])[CH3:47])[C:29](=[O:44])[C:30]([F:43])([F:42])[C:31](=[O:41])[NH:32][CH2:33][CH2:34][C:35]2[CH:36]=[CH:37][CH:38]=[CH:39][CH:40]=2)=[O:26])[C:15]([C:18]2[CH:23]=[CH:22][CH:21]=[CH:20][CH:19]=2)=[CH:16][CH:17]=1. Procedure: To a solution of 2-(3-benzyloxycarbonylamino-2-oxo-6-phenyl-1,2-dihydro-1-pyridyl)-N-[3,3-difluoro-1-isopropyl-2-oxo-3-(N-phenethylcarbamoyl)propyl]acetamide (0.451 g) in dichloromethane (7 mL) and anisole (0.22 mL) was added trifluoromethanesulfonic acid (0.30 mL). After 1.5 h, the reaction was quenched with saturated sodium bicarbonate. The mixture was extracted with dichloromethane, and the extracts were washed (saturated sodium bicarbonate, brine), dried, and evaporated. The crude product wa... The reactants are C(Cl)Cl (methylene chloride), OC1[C@H](O)[C@@H](O)[C@H](O)[C@H](O1)CO (Glc), octaacetate, C(Cl)Cl (methylene chloride), octaacetate, Carbohydrate, Br (hydrobromic acid). The solvent is C(C)(=O)O (acetic acid). Run at time 2 hour. Product: [Br-].C(C)(=O)[O-].C(C)(=O)[O-].C(C)(=O)[O-].C(C)(=O)[O-].C(C)(=O)[O-].C(C)(=O)[O-].C(C)(=O)[O-] (heptaacetate bromide). As a reaction SMILES: [OH:1][CH:2]1[O:10][C@H](CO)[C@@H](O)[C@H](O)[C@H:3]1O.C(Cl)Cl.[BrH:16]>C(O)(=O)C>[Br-:16].[C:2]([O-:10])(=[O:1])[CH3:3].[C:2]([O-:10])(=[O:1])[CH3:3].[C:2]([O-:10])(=[O:1])[CH3:3].[C:2]([O-:10])(=[O:1])[CH3:3].[C:2]([O-:10])(=[O:1])[CH3:3].[C:2]([O-:10])(=[O:1])[CH3:3].[C:2]([O-:10])(=[O:1])[CH3:3] |f:4.5.6.7.8.9.10.11|. Procedure: Glc 1β,4 glc is converted to its octaacetate form by conventional methods as disclosed in Methods of Carbohydrate Chemistry 1, 334. A 20 g. portion of this octaacetate is dissolved in 200 ml. of methylene chloride and the solution is cooled to 0° C. An 80 ml. portion of 32% hydrobromic acid in glacial acetic acid is added and the mixture is allowed to stand in an ice bath for 2 hours. The mixture is then poured into crushed ice and diluted with 200 ml. of methylene chloride. The organic layer is... Reactants: C(C)(C)(C)OC(=O)N[C@@H](CO)C(=O)O (N-t-butyloxycarbonyl-L-serine), ClC1=NC=CC=C1[N+](=O)[O-] (2-chloro-3-nitropyridine), O (Water), [H-].[Na+] (sodium hydride). The solvent is CN(C=O)C (N,N-dimethylformamide), CN(C=O)C (N,N-dimethylformamide). Reaction conditions: temperature 0 celsius, time 1 hour. Product: C(C)(C)(C)OC(=O)N[C@@H](COC1=NC=CC=C1[N+](=O)[O-])C(=O)O (N-t-butyloxycarbonyl-O-(3-nitro-2-pyridyl)-L-serine). Isolated yield 74.5%. As a reaction SMILES: [C:1]([O:5][C:6]([NH:8][C@H:9]([C:12]([OH:14])=[O:13])[CH2:10][OH:11])=[O:7])([CH3:4])([CH3:3])[CH3:2].[H-].[Na+].Cl[C:18]1[C:23]([N+:24]([O-:26])=[O:25])=[CH:22][CH:21]=[CH:20][N:19]=1.O>CN(C)C=O>[C:1]([O:5][C:6]([NH:8][C@H:9]([C:12]([OH:14])=[O:13])[CH2:10][O:11][C:18]1[C:23]([N+:24]([O-:26])=[O:25])=[CH:22][CH:21]=[CH:20][N:19]=1)=[O:7])([CH3:4])([CH3:2])[CH3:3] |f:1.2|. Procedure details: To a stirring solution of N-t-butyloxycarbonyl-L-serine (2.26 g) in N,N-dimethylformamide (15 mL) under argon at −20° C. was slowly added sodium hydride (60% oil dispersion, 0.88 g gross weight). The resulting mixture was warmed to 0° C. for 1 h, then recooled to −20° C. before a solution of 2-chloro-3-nitropyridine (1.6 g) in N,N-dimethylformamide (10 mL) was added over 10 min. The resulting red solution was stirred at −20° C. for 1 h. Water (100 mL) was then added, and the mixture was washed w... Starting materials: BrC1=C(C=O)C=C(C=C1)C(F)(F)F (2-bromo-5-(trifluoromethyl)benzaldehyde), C(C)OC(CC1=CC(=C(C=C1)OC)B1OC(C(O1)(C)C)(C)C)=O ([4-methoxy-3-(4,4,5,5-tetramethyl-[1,3,2]dioxaborolan-2-yl)-phenyl]-acetic acid ethyl ester). The product is C(C)OC(CC=1C=C(C(=CC1)OC)C1=C(C=C(C=C1)C(F)(F)F)C=O)=O ((2′-Formyl-6-methoxy-4′-trifluoromethyl-biphenyl-3-yl)-acetic acid ethyl ester). As a reaction SMILES: Br[C:2]1[CH:9]=[CH:8][C:7]([C:10]([F:13])([F:12])[F:11])=[CH:6][C:3]=1[CH:4]=[O:5].[CH2:14]([O:16][C:17](=[O:36])[CH2:18][C:19]1[CH:24]=[CH:23][C:22]([O:25][CH3:26])=[C:21](B2OC(C)(C)C(C)(C)O2)[CH:20]=1)[CH3:15]>>[CH2:14]([O:16][C:17](=[O:36])[CH2:18][C:19]1[CH:20]=[C:21]([C:2]2[CH:9]=[CH:8][C:7]([C:10]([F:13])([F:12])[F:11])=[CH:6][C:3]=2[CH:4]=[O:5])[C:22]([O:25][CH3:26])=[CH:23][CH:24]=1)[CH3:15]. Procedure details: Prepared according to the procedure described in Example 1, Step 4, using the following starting materials: 2-bromo-5-(trifluoromethyl)benzaldehyde and [4-methoxy-3-(4,4,5,5-tetramethyl-[1,3,2]dioxaborolan-2-yl)-phenyl]-acetic acid ethyl ester. Reactants: [Br-], BrC[P+](c1ccccc1)(c1ccccc1)c1ccccc1, C1CCOC1, CC(C)(C)[O-], [Cl-], O=Cc1ccc(Cl)cc1, [K+], [NH4+], O. Product: C#Cc1ccc(Cl)cc1. RXN SMILES: [Br-:1].[Br:2][CH2:3][P+:4]([c:5]1[cH:6][cH:7][cH:8][cH:9][cH:10]1)([c:11]1[cH:12][cH:13][cH:14][cH:15][cH:16]1)[c:17]1[cH:18][cH:19][cH:20][cH:21][cH:22]1.[CH2:40]1[O:41][CH2:42][CH2:43][CH2:44]1.[CH3:23][C:24]([CH3:25])([O-:26])[CH3:27].[Cl-:38].[Cl:29][c:30]1[cH:31][cH:32][c:33]([CH:34]=[O:35])[cH:36][cH:37]1.[K+:28].[NH4+:39].[OH2:45]>>[CH:3]#[C:34][c:33]1[cH:32][cH:31][c:30]([Cl:29])[cH:37][cH:36]1. Starting materials: C(C1=CC=CC=C1)N1CC(CC1)OC1=C(C(=CC=C1)Cl)Cl (1-benzyl-3-(2,3-dichlorophenoxy)pyrrolidine), C(=O)(Cl)Cl (phosgene), C(C1=CC=CC=C1)Cl (benzyl chloride). Solvent: C1=CC=CC=C1 (benzene), C1=CC=CC=C1 (benzene). Conditions: time 8 hour. Yields the product ClC1=C(OC2CN(CC2)C(=O)Cl)C=CC=C1Cl (3-(2,3-Dichlorophenoxy)-1-pyrrolidinecarbonyl Chloride). As a reaction SMILES: [C:1]([Cl:4])(Cl)=[O:2].C([N:12]1[CH2:16][CH2:15][CH:14]([O:17][C:18]2[CH:23]=[CH:22][CH:21]=[C:20]([Cl:24])[C:19]=2[Cl:25])[CH2:13]1)C1C=CC=CC=1.C(Cl)C1C=CC=CC=1>C1C=CC=CC=1>[Cl:25][C:19]1[C:20]([Cl:24])=[CH:21][CH:22]=[CH:23][C:18]=1[O:17][CH:14]1[CH2:15][CH2:16][N:12]([C:1]([Cl:4])=[O:2])[CH2:13]1. Procedure: To a solution of 200 ml of 2M phosgene in benzene, stirred under nitrogen gas, was added 96 g (0.3 mole) of 1-benzyl-3-(2,3-dichlorophenoxy)pyrrolidine in 300 ml of benzene. The reaction mixture was allowed to stir overnight and then concentrated to an oil. The oil was triturated with 30/60 petroleum ether to give an oil. Solid product, 89 g, was obtained containing a trace of benzyl chloride. The yield was nearly quantitative. Solvent: CCO (EtOH). Reactants: C(C)OC(CC1=CC(=CC=C1)OC1=C(C=C(C=C1)[N+](=O)[O-])CN([C@H](CC1=CC=CC=C1)C)C(=O)OC)=O ([3-(2-{[Methoxycarbonyl-((S)-1-methyl-2-phenyl-ethyl)-amino]-methyl}-4-nitro-phenoxy)-phenyl]-acetic acid ethyl ester). Conditions: time 8 hour. Product: C(C)OC(CC1=CC(=CC=C1)OC1=C(C=C(C=C1)N)CN([C@H](CC1=CC=CC=C1)C)C(=O)OC)=O ([3-(4-Amino-2-{[methoxycarbonyl-((S)-1-methyl-2-phenyl-ethyl)-amino]-methyl}-phenoxy)-phenyl]-acetic acid ethyl ester). Reagents/catalysts: [Pd] (palladium on carbon). Procedure: [3-(2-{[Methoxycarbonyl-((S)-1-methyl-2-phenyl-ethyl)-amino]-methyl}-4-nitro-phenoxy)-phenyl]-acetic acid ethyl ester (0.174 g, 0.34 mmol) and palladium on carbon (10%; 0.060 g) were combined in EtOH (20 mL) and stirred under H2 in a Parr apparatus overnight at room temperature. Once no starting material was seen by analytical LCMS, the mixture was filtered through Celite, and the filter cake was washed with EtOH. The filtrate was concentrated to give the title compound. Reaction SMILES: [CH2:1]([O:3][C:4](=[O:37])[CH2:5][C:6]1[CH:11]=[CH:10][CH:9]=[C:8]([O:12][C:13]2[CH:18]=[CH:17][C:16]([N+:19]([O-])=O)=[CH:15][C:14]=2[CH2:22][N:23]([C:33]([O:35][CH3:36])=[O:34])[C@@H:24]([CH3:32])[CH2:25][C:26]2[CH:31]=[CH:30][CH:29]=[CH:28][CH:27]=2)[CH:7]=1)[CH3:2]>[Pd].CCO>[CH2:1]([O:3][C:4](=[O:37])[CH2:5][C:6]1[CH:11]=[CH:10][CH:9]=[C:8]([O:12][C:13]2[CH:18]=[CH:17][C:16]([NH2:19])=[CH:15][C:14]=2[CH2:22][N:23]([C:33]([O:35][CH3:36])=[O:34])[C@@H:24]([CH3:32])[CH2:25][C:26]2[CH:27]=[CH:28][CH:29]=[CH:30][CH:31]=2)[CH:7]=1)[CH3:2]. Starting materials: CC(C)(C)OC(=O)N1CCC(=O)CC1, COC(OC)N(C)C, Cc1ccccc1. Product: CN(C)C=C1CN(C(=O)OC(C)(C)C)CCC1=O. As a reaction SMILES: [C:9]([CH3:10])([CH3:11])([CH3:12])[O:13][C:14](=[O:15])[N:16]1[CH2:17][CH2:18][C:19](=[O:22])[CH2:20][CH2:21]1.[CH3:1][O:2][CH:3]([O:4][CH3:5])[N:6]([CH3:7])[CH3:8].[CH3:23][c:24]1[cH:25][cH:26][cH:27][cH:28][cH:29]1>>[CH:3]([N:6]([CH3:7])[CH3:8])=[C:20]1[C:19](=[O:22])[CH2:18][CH2:17][N:16]([C:14]([O:13][C:9]([CH3:10])([CH3:11])[CH3:12])=[O:15])[CH2:21]1. Reactants: Cn1nc(-c2c(F)cc(Cl)c(=O)n2Cc2ccccc2)c(Cl)c1OC(F)F, ClCCl, Cc1ccccc1, COc1ccc(P2(=S)SP(=S)(c3ccc(OC)cc3)S2)cc1. Product: Cn1nc(-c2c(F)cc(Cl)c(=S)n2Cc2ccccc2)c(Cl)c1OC(F)F. RXN SMILES: [CH2:1]([c:2]1[cH:3][cH:4][cH:5][cH:6][cH:7]1)[n:8]1[c:9](=[O:27])[c:10]([Cl:26])[cH:11][c:12]([F:25])[c:13]1-[c:14]1[n:15][n:16]([CH3:24])[c:17]([O:20][CH:21]([F:22])[F:23])[c:18]1[Cl:19].[CH2:57]([Cl:58])[Cl:59].[CH3:28][c:29]1[cH:30][cH:31][cH:32][cH:33][cH:34]1.[CH3:35][O:36][c:37]1[cH:38][cH:39][c:40]([P:41]2(=[S:44])[S:42][P:43]([c:45]3[cH:46][cH:47][c:48]([O:49][CH3:50])[cH:51][cH:52]3)(=[S:53])[S:54]2)[cH:55][cH:56]1>>[CH2:1]([c:2]1[cH:3][cH:4][cH:5][cH:6][cH:7]1)[n:8]1[c:9](=[S:44])[c:10]([Cl:26])[cH:11][c:12]([F:25])[c:13]1-[c:14]1[n:15][n:16]([CH3:24])[c:17]([O:20][CH:21]([F:22])[F:23])[c:18]1[Cl:19].